From a dataset of the Open Reaction Database (ORD), a public repository of structured organic reaction records. describe an organic reaction: reactants, conditions, products, and yield Starting materials: CC1(CNCC1)C (3,3-dimethyl-pyrrolidine), C1(CC1)C1=CC=C(C(=N1)C(=O)NC1=C(C(=O)O)C=CN=C1)NC=1C=NC=NC1 (3-{[6-cyclopropyl-3-(pyrimidin-5-ylamino)-pyridine-2-carbonyl]-amino}-isonicotinic acid). Yields the product CC1(CN(CC1)C(=O)C1=C(C=NC=C1)NC(=O)C1=NC(=CC=C1NC=1C=NC=NC1)C1CC1)C (6-Cyclopropyl-3-(pyrimidin-5-ylamino)-pyridine-2-carboxylic acid [4-(3,3-dimethyl-pyrrolidine-1-carbonyl)-pyridin-3-yl]-amide). Isolated yield 34.0%. RXN SMILES: [CH3:1][C:2]1([CH3:7])[CH2:6][CH2:5][NH:4][CH2:3]1.[CH:8]1([C:11]2[N:16]=[C:15]([C:17]([NH:19][C:20]3[CH:28]=[N:27][CH:26]=[CH:25][C:21]=3[C:22](O)=[O:23])=[O:18])[C:14]([NH:29][C:30]3[CH:31]=[N:32][CH:33]=[N:34][CH:35]=3)=[CH:13][CH:12]=2)[CH2:10][CH2:9]1>>[CH3:1][C:2]1([CH3:7])[CH2:6][CH2:5][N:4]([C:22]([C:21]2[CH:25]=[CH:26][N:27]=[CH:28][C:20]=2[NH:19][C:17]([C:15]2[C:14]([NH:29][C:30]3[CH:31]=[N:32][CH:33]=[N:34][CH:35]=3)=[CH:13][CH:12]=[C:11]([CH:8]3[CH2:10][CH2:9]3)[N:16]=2)=[O:18])=[O:23])[CH2:3]1. Procedure details: According to the general method described in step 3 of example 53, reaction of 3,3-dimethyl-pyrrolidine with 3-{[6-cyclopropyl-3-(pyrimidin-5-ylamino)-pyridine-2-carbonyl]-amino}-isonicotinic acid provided the title compound (34%) as amorphous yellow solid. Starting materials: C(C1=CC=CC=C1)O[C@@H]1[C@H](C(OC(C)=O)O[C@@H]([C@H]1OC(C)=O)COC(C)=O)OC(C)=O (3-O-benzyl-1,2,4,6-tetra-O-acetyl-D-glucopyranose), Br (hydrogen bromide). Run in C(C)(=O)O (acetic acid), alcohol, C(C)(=O)O (acetic acid), COC (methyl ether). Conditions: time 3 hour. The product is C(C1=CC=CC=C1)O[C@@H]1[C@H](C(O[C@@H]([C@H]1OC(C)=O)COC(C)=O)Br)OC(C)=O (3-O-benzyl-2,4,6-tri-O-acetyl-D-glucopyranosyl bromide). As a reaction SMILES: [CH2:1]([O:8][C@H:9]1[C@H:18]([O:19][C:20](=[O:22])[CH3:21])[C@@H:17]([CH2:23][O:24][C:25](=[O:27])[CH3:26])[O:16][CH:11](OC(=O)C)[C@@H:10]1[O:28][C:29](=[O:31])[CH3:30])[C:2]1[CH:7]=[CH:6][CH:5]=[CH:4][CH:3]=1.[BrH:32]>C(O)(=O)C.COC>[CH2:1]([O:8][C@H:9]1[C@H:18]([O:19][C:20](=[O:22])[CH3:21])[C@@H:17]([CH2:23][O:24][C:25](=[O:27])[CH3:26])[O:16][CH:11]([Br:32])[C@@H:10]1[O:28][C:29](=[O:31])[CH3:30])[C:2]1[CH:7]=[CH:6][CH:5]=[CH:4][CH:3]=1. Reported procedure: To 16 g of compound 4 in 35 mL of acetic acid precooled to 10° C., a solution of hydrogen bromide in acetic acid (50% w/v; 16 mL)-was added slowly. The solution was stirred at 5°-10° C. for 3 hours, diluted with alcohol-free chloroform (250 mL) then washed sequentially with ice water, aqueous sodium hydrogen carbonate, and water, and dried over magnesium sulfate. Removal of the solvent under reduced pressure gave a syrup which was taken up in methyl ether and adsorbed on silica gel (300 g). Elut... The reactants are Cn1cncc1CN1CCN(c2c(Br)cnc3[nH]c(-c4ccc(CN5CCN(C(=O)OC(C)(C)C)CC5)cc4)nc23)CC1, ClCCl, O=C(O)C(F)(F)F. The product is Cn1cncc1CN1CCN(c2c(Br)cnc3[nH]c(-c4ccc(CN5CCNCC5)cc4)nc23)CC1. RXN SMILES: [Br:1][c:2]1[c:3]([N:31]2[CH2:32][CH2:33][N:34]([CH2:37][c:38]3[cH:39][n:40][cH:41][n:42]3[CH3:43])[CH2:35][CH2:36]2)[c:4]2[c:5]([n:6][cH:7]1)[nH:8][c:9](-[c:11]1[cH:12][cH:13][c:14]([CH2:15][N:16]3[CH2:17][CH2:18][N:19]([C:22]([O:23][C:24]([CH3:25])([CH3:26])[CH3:27])=[O:28])[CH2:20][CH2:21]3)[cH:29][cH:30]1)[n:10]2.[Cl:51][CH2:52][Cl:53].[F:44][C:45]([F:46])([F:47])[C:48]([OH:49])=[O:50]>>[Br:1][c:2]1[c:3]([N:31]2[CH2:32][CH2:33][N:34]([CH2:37][c:38]3[cH:39][n:40][cH:41][n:42]3[CH3:43])[CH2:35][CH2:36]2)[c:4]2[c:5]([n:6][cH:7]1)[nH:8][c:9](-[c:11]1[cH:12][cH:13][c:14]([CH2:15][N:16]3[CH2:17][CH2:18][NH:19][CH2:20][CH2:21]3)[cH:29][cH:30]1)[n:10]2. The reactants are O (water), [H-].[Na+] (sodium hydride), CS(=O)(=O)OCC1C(C1)C(=O)OCC (ethyl 2-(((methylsulfonyl)oxy)methyl)cyclopropanecarboxylate), N1C=CC2=CC=CC=C12 (indole). The solvent is CN(C)C=O (DMF). Run at time 10 minute. The product is N1(C=CC2=CC=CC=C12)C[C@H]1[C@@H](C1)C(=O)OCC (ethyl trans-2-((1H-indol-1-yl)methyl)cyclopropanecarboxylate). Isolated yield 52.4%. Reaction SMILES: [H-].[Na+].[NH:3]1[C:11]2[C:6](=[CH:7][CH:8]=[CH:9][CH:10]=2)[CH:5]=[CH:4]1.CS(O[CH2:17][CH:18]1[CH2:20][CH:19]1[C:21]([O:23][CH2:24][CH3:25])=[O:22])(=O)=O.O>CN(C=O)C>[N:3]1([CH2:17][C@@H:18]2[CH2:20][C@H:19]2[C:21]([O:23][CH2:24][CH3:25])=[O:22])[C:11]2[C:6](=[CH:7][CH:8]=[CH:9][CH:10]=2)[CH:5]=[CH:4]1 |f:0.1|. Procedure: To a suspension of sodium hydride (60%, 55 mg, 1.4 mmol) in DMF (5 mL) was added indole (135 mg, 1.2 mmol). After stirring at room temperature for 10 min, ethyl 2-(((methylsulfonyl)oxy)methyl)cyclopropanecarboxylate (307 mg, 1.4 mmol) was added. After stirring at room temperature for 6 h, the mixture was poured into water, and the aqueous layer was extracted with EtOAc twice. The combined organic layer was dried over sodium sulfate and concentrated in vacuo. The residue was purified by column ch...